This data is from the Open Reaction Database (ORD), a public repository of structured organic reaction records. The task is: describe an organic reaction: reactants, conditions, products, and yield Yields the product COC(=O)C=1C=NC2=CC=C(C=C2C1OC)\C=C/1\C(N=C(S1)N[C@@H](CO)C1=CC=CC=C1)=O (6-[2-((R)-2-hydroxy-1-phenyl-ethylamino)-4-oxo-4H-thiazol-(5Z)-ylidenemethyl]-4-methoxy-quinoline-3-carboxylic acid methyl ester). As a reaction SMILES: [CH3:1][O:2][C:3]([C:5]1[CH:6]=[N:7][C:8]2[C:13]([C:14]=1[O:15][CH3:16])=[CH:12][C:11]([CH:17]=O)=[CH:10][CH:9]=2)=[O:4].[OH:19][CH2:20][C@H:21]([NH:28][C:29]1[S:30][CH2:31][C:32](=[O:34])[N:33]=1)[C:22]1[CH:27]=[CH:26][CH:25]=[CH:24][CH:23]=1>>[CH3:1][O:2][C:3]([C:5]1[CH:6]=[N:7][C:8]2[C:13]([C:14]=1[O:15][CH3:16])=[CH:12][C:11](/[CH:17]=[C:31]1/[C:32](=[O:34])[N:33]=[C:29]([NH:28][C@H:21]([C:22]3[CH:23]=[CH:24][CH:25]=[CH:26][CH:27]=3)[CH2:20][OH:19])[S:30]/1)=[CH:10][CH:9]=2)=[O:4]. Procedure: Similar procedure as described in example 1g was used, starting from 6-formyl-4-methoxy-quinoline-3-carboxylic acid methyl ester (example 1e) and 2-((R)-2-hydroxy-1-phenyl-ethylamino)-thiazol-4-one (example 3a) to give 6-[2-((R)-2-hydroxy-1-phenyl-ethylamino)-4-oxo-4H-thiazol-(5Z)-ylidenemethyl]-4-methoxy-quinoline-3-carboxylic acid methyl ester. LC-MS m/e 464 (MH+). Reactants: COC(=O)C=1C=NC2=CC=C(C=C2C1OC)C=O (6-formyl-4-methoxy-quinoline-3-carboxylic acid methyl ester), OC[C@@H](C1=CC=CC=C1)NC=1SCC(N1)=O (2-((R)-2-hydroxy-1-phenyl-ethylamino)-thiazol-4-one). The reactants are C, CCn1ncc2c(NC3CCOCC3)c(C3=NOC4(C3)CC(OCc3ccccc3)C4)cnc21, CO, [Pd]. The product is CCn1ncc2c(NC3CCOCC3)c(C3=NOC4(C3)CC(O)C4)cnc21. RXN SMILES: [C:35].[CH2:1]([c:2]1[cH:3][cH:4][cH:5][cH:6][cH:7]1)[O:8][CH:9]1[CH2:10][C:11]2([CH2:12]1)[O:13][N:14]=[C:15]([c:17]1[c:18]([NH:28][CH:29]3[CH2:30][CH2:31][O:32][CH2:33][CH2:34]3)[c:19]3[c:20]([n:21][cH:22]1)[n:23]([CH2:26][CH3:27])[n:24][cH:25]3)[CH2:16]2.[CH3:37][OH:38].[Pd:36]>>[OH:8][CH:9]1[CH2:10][C:11]2([CH2:12]1)[O:13][N:14]=[C:15]([c:17]1[c:18]([NH:28][CH:29]3[CH2:30][CH2:31][O:32][CH2:33][CH2:34]3)[c:19]3[c:20]([n:21][cH:22]1)[n:23]([CH2:26][CH3:27])[n:24][cH:25]3)[CH2:16]2.